Dataset: the Open Reaction Database (ORD), a public repository of structured organic reaction records. Task: describe an organic reaction: reactants, conditions, products, and yield Starting materials: Acetic anhydride (AcO)2O, OCC1=C2OC(OC2=C(C=2OC(OC21)(C)C)C(O)(C2=C1C(OC(O1)(C)C)=C(C1=C2OC(O1)(C)C)CO)C1=C2C(OC(O2)(C)C)=C(C2=C1OC(O2)(C)C)CO)(C)C (Tris(8-hydroxymethyl-2,2,6,6-tetramethylbenzo[1,2-d:4,5-d']-bis(1,3)dioxole-4-yl)methanol). Solvent: N1=CC=CC=C1 (pyridine). Product: CC(=O)OCC1=C2OC(OC2=C(C=2OC(OC21)(C)C)C(O)(C2=C1C(OC(O1)(C)C)=C(C1=C2OC(O1)(C)C)COC(=O)C)C1=C2C(OC(O2)(C)C)=C(C2=C1OC(O2)(C)C)COC(=O)C)(C)C (tris(8-methylcarbonyloxymethyl-2,2,6,6-tetramethyl-benzo[1,2-d:4,5-d']-bis(1,3)dioxole-4-yl)methanol). RXN SMILES: [OH:1][CH2:2][C:3]1[C:14]2[O:13][C:12]([CH3:16])([CH3:15])[O:11][C:10]=2[C:9]([C:17]([C:37]2[C:47]3[O:48][C:49]([CH3:52])([CH3:51])[O:50][C:46]=3[C:45]([CH2:53][OH:54])=[C:39]3[O:40][C:41]([CH3:44])([CH3:43])[O:42][C:38]=23)([C:19]2[C:29]3[O:30][C:31]([CH3:34])([CH3:33])[O:32][C:28]=3[C:27]([CH2:35][OH:36])=[C:21]3[O:22][C:23]([CH3:26])([CH3:25])[O:24][C:20]=23)[OH:18])=[C:8]2[C:4]=1[O:5][C:6]([CH3:56])([CH3:55])[O:7]2>N1C=CC=CC=1>[CH3:3][C:2]([O:54][CH2:53][C:45]1[C:39]2[O:40][C:41]([CH3:43])([CH3:44])[O:42][C:38]=2[C:37]([C:17]([C:9]2[C:8]3[O:7][C:6]([CH3:56])([CH3:55])[O:5][C:4]=3[C:3]([CH2:2][O:1][C:6]([CH3:55])=[O:7])=[C:14]3[O:13][C:12]([CH3:16])([CH3:15])[O:11][C:10]=23)([C:19]2[C:29]3[O:30][C:31]([CH3:33])([CH3:34])[O:32][C:28]=3[C:27]([CH2:35][O:36][C:4]([CH3:8])=[O:5])=[C:21]3[O:22][C:23]([CH3:25])([CH3:26])[O:24][C:20]=23)[OH:18])=[C:47]2[C:46]=1[O:50][C:49]([CH3:52])([CH3:51])[O:48]2)=[O:1]. Reported procedure: Acetic anhydride (AcO)2O (30 mL) was added to pyridine (35 mL). Tris(8-hydroxymethyl-2,2,6,6-tetramethylbenzo[1,2-d:4,5-d']-bis(1,3)dioxole-4-yl)methanol (0.400 g, 0.51 mmol (Example 33) was added under stirring, which was maintained at room temperature for two days. Pyridine and excess anhydride were evaporated (oil-pump) at 40°-50° C. to a syrup, which was taken up in 70 mL of CH2Cl2. The organic phase was washed with water (30 mL), 0.5M HCl (40 mL), water (50 mL) and NaHCO3 (saturated, 30 mL)... Reaction SMILES: [F:1][CH:2]([F:21])[O:3][C:4]1[CH:9]=[CH:8][C:7]([C:10](=O)[C:11]([C:13]2[CH:18]=[CH:17][CH:16]=[C:15](O)C=2)=O)=[CH:6][CH:5]=1.Cl.[CH3:23][NH:24][C:25]([NH2:27])=[NH:26].[C:28](=[O:31])([O-])[O-].[Na+].[Na+].C([OH:36])C>>[NH2:26][C:25]1[N:24]([CH3:23])[C:28](=[O:31])[C:10]([C:7]2[CH:6]=[CH:5][C:4]([O:3][CH:2]([F:1])[F:21])=[CH:9][CH:8]=2)([C:11]2[CH:13]=[CH:18][CH:17]=[C:16]([OH:36])[CH:15]=2)[N:27]=1 |f:1.2,3.4.5|. Reported procedure: A mixture of 1-(4-(difluoromethoxy)phenyl)-2-(3-hydroxyphenyl)ethane-1,2-dione (2.75 g), N-methylguanidine hydrochloride (1.237 g) and sodium carbonate (2.20 g) in ethanol was heated at 85° C. for 8 h, cooled to room temperature and evaporated in vacuo. The resultant residue was partitioned between water and chloroform. The organic phase was separated, dried over Na2SO4 and evaporated to a light brown oil. The oil was purified by flash chromatography (silica gel) using step gradient elution (100... Conditions: temperature 85 celsius. Starting materials: FC(OC1=CC=C(C=C1)C(C(=O)C1=CC(=CC=C1)O)=O)F (1-(4-(difluoromethoxy)phenyl)-2-(3-hydroxyphenyl)ethane-1,2-dione), Cl.CNC(=N)N (N-methylguanidine hydrochloride), C([O-])([O-])=O.[Na+].[Na+] (sodium carbonate), C(C)O (ethanol). Yields the product NC1=NC(C(N1C)=O)(C1=CC(=CC=C1)O)C1=CC=C(C=C1)OC(F)F (2-Amino-5-[4-(difluoromethoxy)phenyl]-5-(3-hydroxyphenyl)-3-methyl-3,5-dihydro-4H-imidazol-4-one). Starting materials: ClC1=CC=C(C=C1)C(C=C(CO)F)(C)C (4-(p-chlorophenyl)-2-fluoro-4-methyl-2-penten-1-ol), C1(=CC=CC=C1)P(C1=CC=CC=C1)C1=CC=CC=C1 (triphenyl phosphine), BrBr (bromine). The solvent is petroleum ether, C(Cl)(Cl)(Cl)Cl (carbon tetrachloride), C(Cl)(Cl)(Cl)Cl (carbon tetrachloride), C(Cl)(Cl)(Cl)Cl (carbon tetrachloride). Conditions: time 45 minute. Yields the product ethyl acetate hexanes, BrCC(=CC(C)(C)C1=CC=C(C=C1)Cl)F (1-Bromo-4-(p-chlorophenyl)-2-fluoro-4-methyl-2-pentene). The yield is 71.0%. Reaction SMILES: C1(P(C2C=CC=CC=2)C2C=CC=CC=2)C=CC=CC=1.[Br:20]Br.[Cl:22][C:23]1[CH:28]=[CH:27][C:26]([C:29]([CH3:36])([CH3:35])[CH:30]=[C:31]([F:34])[CH2:32]O)=[CH:25][CH:24]=1>C(Cl)(Cl)(Cl)Cl>[Br:20][CH2:32][C:31]([F:34])=[CH:30][C:29]([C:26]1[CH:27]=[CH:28][C:23]([Cl:22])=[CH:24][CH:25]=1)([CH3:36])[CH3:35]. Procedure details: Under a nitrogen atmosphere, a solution of triphenyl phosphine (0.96 g, 4.25 mmol) in carbon tetrachloride at -5° C. is treated dropwise with a solution of bromine (0.679 g, 4.25 mmol) in carbon tetrachloride, warmed to and stirred at room temperature for 45 minutes, treated with a solution of 4-(p-chlorophenyl)-2-fluoro-4-methyl-2-penten-1-ol, (Z)- (0.81 g, 3.54 mmol) in carbon tetrachloride, refluxed for 2 hours, cooled to room temperature, and poured into petroleum ether. The resultant mixtur... The reactants are CC(C)(C)OC(=O)N1CC2CNCC2C1, CC(=O)O[BH-](OC(C)=O)OC(C)=O, CO, O=Cc1ccc(F)cc1F, [Na+], C1CCOC1. Reaction SMILES: [C:16]([CH3:17])([CH3:18])([CH3:19])[O:20][C:21](=[O:22])[N:23]1[CH2:24][CH:25]2[CH2:26][NH:27][CH2:28][CH:29]2[CH2:30]1.[C:31]([O:32][BH-:33]([O:34][C:35](=[O:36])[CH3:37])[O:38][C:39](=[O:40])[CH3:41])(=[O:42])[CH3:43].[CH3:45][OH:46].[F:1][c:2]1[c:3]([CH:4]=[O:5])[cH:6][cH:7][c:8]([F:10])[cH:9]1.[Na+:44].[O:11]1[CH2:12][CH2:13][CH2:14][CH2:15]1>>[F:1][c:2]1[c:3]([CH2:4][N:27]2[CH2:26][CH:25]3[CH2:24][N:23]([C:21]([O:20][C:16]([CH3:17])([CH3:18])[CH3:19])=[O:22])[CH2:30][CH:29]3[CH2:28]2)[cH:6][cH:7][c:8]([F:10])[cH:9]1. Product: CC(C)(C)OC(=O)N1CC2CN(Cc3ccc(F)cc3F)CC2C1.